Dataset: the Open Reaction Database (ORD), a public repository of structured organic reaction records. Task: describe an organic reaction: reactants, conditions, products, and yield Reactants: COc1ccc(Cl)c(CN(Cc2cccc(CN3C(C(=O)O)CCS3(=O)=O)c2)C(CN(C)C)CC(C)(C)C)c1F, c1ccc(C2CCNCC2)cc1. Yields the product COc1ccc(Cl)c(CN(Cc2cccc(CN3C(C(=O)N4CCC(c5ccccc5)CC4)CCS3(=O)=O)c2)C(CN(C)C)CC(C)(C)C)c1F. As a reaction SMILES: [Cl:1][c:2]1[cH:3][cH:4][c:5]([O:39][CH3:40])[c:6]([F:38])[c:7]1[CH2:8][N:9]([CH:10]([CH2:11][C:12]([CH3:13])([CH3:14])[CH3:15])[CH2:16][N:17]([CH3:18])[CH3:19])[CH2:20][c:21]1[cH:22][c:23]([CH2:24][N:25]2[S:26](=[O:33])(=[O:34])[CH2:27][CH2:28][CH:29]2[C:30](=[O:31])[OH:32])[cH:35][cH:36][cH:37]1.[c:41]1([CH:47]2[CH2:48][CH2:49][NH:50][CH2:51][CH2:52]2)[cH:42][cH:43][cH:44][cH:45][cH:46]1>>[Cl:1][c:2]1[cH:3][cH:4][c:5]([O:39][CH3:40])[c:6]([F:38])[c:7]1[CH2:8][N:9]([CH:10]([CH2:11][C:12]([CH3:13])([CH3:14])[CH3:15])[CH2:16][N:17]([CH3:18])[CH3:19])[CH2:20][c:21]1[cH:22][c:23]([CH2:24][N:25]2[S:26](=[O:33])(=[O:34])[CH2:27][CH2:28][CH:29]2[C:30](=[O:32])[N:50]2[CH2:49][CH2:48][CH:47]([c:41]3[cH:42][cH:43][cH:44][cH:45][cH:46]3)[CH2:52][CH2:51]2)[cH:35][cH:36][cH:37]1.